From a dataset of the Open Reaction Database (ORD), a public repository of structured organic reaction records. describe an organic reaction: reactants, conditions, products, and yield Reactants: [Al+3], Cn1cccc1CC#N, CC(C)c1ccc(C(=O)Cl)cc1, [Cl-], [Cl-], [Cl-], ClCCCl, Cl. Yields the product CC(C)c1ccc(Cc2ccc(CC#N)n2C)cc1. RXN SMILES: [Al+3:2].[CH3:17][n:18]1[c:19]([CH2:23][C:24]#[N:25])[cH:20][cH:21][cH:22]1.[CH:5]([CH3:6])([CH3:7])[c:8]1[cH:9][cH:10][c:11]([C:12]([Cl:13])=[O:14])[cH:15][cH:16]1.[Cl-:1].[Cl-:3].[Cl-:4].[Cl:27][CH2:28][CH2:29][Cl:30].[ClH:26]>>[CH:5]([CH3:6])([CH3:7])[c:8]1[cH:9][cH:10][c:11]([CH2:12][c:22]2[n:18]([CH3:17])[c:19]([CH2:23][C:24]#[N:25])[cH:20][cH:21]2)[cH:15][cH:16]1. Starting materials: CC(=O)O, O=N[O-], NC(N)=O, CC(C)n1nc(Br)c2ccc(N)cc2c1=O, [Na+], O, O=S(=O)(O)O. Product: CC(C)n1nc(Br)c2ccc(O)cc2c1=O. RXN SMILES: [C:30]([OH:31])(=[O:32])[CH3:33].[N:22](=[O:23])[O-:24].[NH2:26][C:27](=[O:28])[NH2:29].[NH2:6][c:7]1[cH:8][cH:9][c:10]2[c:11]([Br:21])[n:12][n:13]([CH:18]([CH3:19])[CH3:20])[c:14](=[O:17])[c:15]2[cH:16]1.[Na+:25].[OH2:34].[S:1](=[O:2])(=[O:3])([OH:4])[OH:5]>>[c:7]1([OH:23])[cH:8][cH:9][c:10]2[c:11]([Br:21])[n:12][n:13]([CH:18]([CH3:19])[CH3:20])[c:14](=[O:17])[c:15]2[cH:16]1.